Dataset: the Open Reaction Database (ORD), a public repository of structured organic reaction records. Task: describe an organic reaction: reactants, conditions, products, and yield Starting materials: example 1 ( b ), C(C)(C)OC1=C(C(=O)O)C=C(C=C1)S(=O)(=O)C (2-Isopropoxy-5-methanesulfonyl-benzoic acid), Cl.Cl.[N+](=O)([O-])C1=C(C=CC=C1)C=1N=C(SC1)N1CCNCC1 (1-[4-(2-nitro-phenyl)-thiazol-2-yl]-piperazine dihydrochloride). Yields the product C(C)(C)OC1=C(C=C(C=C1)S(=O)(=O)C)C(=O)N1CCN(CC1)C=1SC=C(N1)C1=C(C=CC=C1)[N+](=O)[O-] ((2-Isopropoxy-5-methanesulfonyl-phenyl)-{4-[4-(2-nitro-phenyl)-thiazol-2-yl]-piperazin-1-yl}-methanone). Yield: 61.0%. Reaction SMILES: [CH:1]([O:4][C:5]1[CH:13]=[CH:12][C:11]([S:14]([CH3:17])(=[O:16])=[O:15])=[CH:10][C:6]=1[C:7]([OH:9])=O)([CH3:3])[CH3:2].Cl.Cl.[N+:20]([C:23]1[CH:28]=[CH:27][CH:26]=[CH:25][C:24]=1[C:29]1[N:30]=[C:31]([N:34]2[CH2:39][CH2:38][NH:37][CH2:36][CH2:35]2)[S:32][CH:33]=1)([O-:22])=[O:21]>>[CH:1]([O:4][C:5]1[CH:13]=[CH:12][C:11]([S:14]([CH3:17])(=[O:16])=[O:15])=[CH:10][C:6]=1[C:7]([N:37]1[CH2:38][CH2:39][N:34]([C:31]2[S:32][CH:33]=[C:29]([C:24]3[CH:25]=[CH:26][CH:27]=[CH:28][C:23]=3[N+:20]([O-:22])=[O:21])[N:30]=2)[CH2:35][CH2:36]1)=[O:9])([CH3:2])[CH3:3] |f:1.2.3|. Procedure details: Prepared in analogy to example 1 (b) from 2-isopropoxy-5-methanesulfonyl-benzoic acid (Example A1) and 1-[4-(2-nitro-phenyl)-thiazol-2-yl]-piperazine dihydrochloride. The crude material was purified by chromatography (SiO2, ethyl acetate/heptane) followed by trituration in ether to yield the title compound as a yellow crystalline solid (yield 61%). MS (m/e): 531.3 (M+H+, 100%). Reactants: C[SiH](C(C)C)C(C)C (methyldiisopropylsilane), S(=O)=O (sulfur dioxide), S(=O)(=O)(Cl)Cl (sulfuryl chloride), Cl (hydrogen chloride). The product is C[Si](Cl)(C(C)C)C(C)C (methyldiisopropylchlorosilane). RXN SMILES: [CH3:1][SiH:2]([CH:6]([CH3:8])[CH3:7])[CH:3]([CH3:5])[CH3:4].S(Cl)([Cl:12])(=O)=O.Cl.S(=O)=O>>[CH3:1][Si:2]([CH:6]([CH3:8])[CH3:7])([CH:3]([CH3:5])[CH3:4])[Cl:12]. Procedure: 73 g (3.0 mol) magnesium was introduced into a 2 L four-neck flask equipped with a reflux condenser, stirring rod, thermometer, and addition funnel, and was dried under nitrogen. 1,000 mL dry THF was then added. A Grignard reagent was prepared by slowly dripping in 235.6 g (3.0 mol) isopropyl chloride from the addition funnel. 166.8 g (1.45 mol) methyldichlorosilane was then dripped in from the addition funnel. After completion of this addition, the reaction was brought to completion by continui... Starting materials: C1CCOC1, C1CCNCC1, Cc1nn(-c2ccnc3c2ccn3COCC[Si](C)(C)C)cc1C(=O)O. Product: Cc1nn(-c2ccnc3c2ccn3COCC[Si](C)(C)C)cc1C(=O)N1CCCCC1. As a reaction SMILES: [CH2:27]1[O:28][CH2:29][CH2:30][CH2:31]1.[CH2:32]1[CH2:33][CH2:34][NH:35][CH2:36][CH2:37]1.[CH3:1][c:2]1[n:3][n:4](-[c:10]2[c:11]3[c:12]([n:13][cH:14][cH:15]2)[n:16]([CH2:19][O:20][CH2:21][CH2:22][Si:23]([CH3:24])([CH3:25])[CH3:26])[cH:17][cH:18]3)[cH:5][c:6]1[C:7](=[O:8])[OH:9]>>[CH3:1][c:2]1[n:3][n:4](-[c:10]2[c:11]3[c:12]([n:13][cH:14][cH:15]2)[n:16]([CH2:19][O:20][CH2:21][CH2:22][Si:23]([CH3:24])([CH3:25])[CH3:26])[cH:17][cH:18]3)[cH:5][c:6]1[C:7](=[O:8])[N:35]1[CH2:34][CH2:33][CH2:32][CH2:37][CH2:36]1. The reactants are Cc1cnc2n1CCN(C(=O)OCc1ccccc1)C2, ClCCCl, [Na+], [Na+], O=C1CCC(=O)N1I, O=S([O-])([O-])=S. Yields the product Cc1c(I)nc2n1CCN(C(=O)OCc1ccccc1)C2. Reaction SMILES: [CH3:1][c:2]1[cH:3][n:4][c:5]2[n:6]1[CH2:7][CH2:8][N:9]([C:11](=[O:12])[O:13][CH2:14][c:15]1[cH:16][cH:17][cH:18][cH:19][cH:20]1)[CH2:10]2.[Cl:36][CH2:37][CH2:38][Cl:39].[Na+:34].[Na+:35].[O:21]=[C:22]1[N:23]([I:28])[C:24](=[O:25])[CH2:26][CH2:27]1.[S:29]([O-:30])([O-:31])(=[O:32])=[S:33]>>[CH3:1][c:2]1[c:3]([I:28])[n:4][c:5]2[n:6]1[CH2:7][CH2:8][N:9]([C:11](=[O:12])[O:13][CH2:14][c:15]1[cH:16][cH:17][cH:18][cH:19][cH:20]1)[CH2:10]2. Reactants: O=P(Cl)(Cl)Cl, Oc1nnc(-c2ccccc2)c2ccoc12, c1ccncc1. Yields the product Clc1nnc(-c2ccccc2)c2ccoc12. As a reaction SMILES: [P:23]([Cl:24])([Cl:25])([Cl:26])=[O:27].[c:1]1(-[c:7]2[n:8][n:9][c:10]([OH:16])[c:11]3[c:12]2[cH:13][cH:14][o:15]3)[cH:2][cH:3][cH:4][cH:5][cH:6]1.[cH:17]1[cH:18][cH:19][n:20][cH:21][cH:22]1>>[c:1]1(-[c:7]2[n:8][n:9][c:10]([Cl:25])[c:11]3[c:12]2[cH:13][cH:14][o:15]3)[cH:2][cH:3][cH:4][cH:5][cH:6]1. The reactants are 5d-f, CC=1NC=C(C1)C (2,4-dimethylpyrrole), N1C=CC=C1 (pyrrole), 3-isopropyl. Yields the product CC1=CNC=2CCCCC12 (3-methyl-4,5,6,7-tetrahydroindole), 2-carboxylate ester. Reaction SMILES: N1C=[CH:4][CH:3]=[CH:2]1.[CH3:6][C:7]1[NH:8][CH:9]=[C:10]([CH3:12])[CH:11]=1>>[CH3:12][C:10]1[C:11]2[CH2:4][CH2:3][CH2:2][CH2:6][C:7]=2[NH:8][CH:9]=1. Procedure: Conversion of α-pyrrolecarboxylate esters to α-unsubstituted pyrroles by treatment with phosphoric acid provided a convenient preparation of pyrrole 5b and was extended to 3-n-propyl, 3-n-butyl, and 3-isopropyl derivatives 5d-f of 2,4-dimethylpyrrole 5a. A similar conversion afforded 3-methyl-4,5,6,7-tetrahydroindole 5i from its 2-carboxylate ester derivative 4i. Unsuccessful attempts to extend the method to the preparation of 2,4-dimethyl-3-tert-butylpyrrole 5g led instead to the replacement of...